describe an organic reaction: reactants, conditions, products, and yield From a dataset of the Open Reaction Database (ORD), a public repository of structured organic reaction records. The reactants are COc1ccc2[nH]cc(C=O)c2c1, COc1cc(C(C)=O)cc(OC)c1OC. Yields the product COc1ccc2[nH]cc(C=CC(=O)c3cc(OC)c(OC)c(OC)c3)c2c1. Reaction SMILES: [CH3:16][O:17][c:18]1[cH:19][c:20]2[c:21]([CH:27]=[O:28])[cH:22][nH:23][c:24]2[cH:25][cH:26]1.[CH3:1][O:2][c:3]1[cH:4][c:5]([C:13]([CH3:14])=[O:15])[cH:6][c:7]([O:11][CH3:12])[c:8]1[O:9][CH3:10]>>[CH3:1][O:2][c:3]1[cH:4][c:5]([C:13]([CH:14]=[CH:27][c:21]2[c:20]3[cH:19][c:18]([O:17][CH3:16])[cH:26][cH:25][c:24]3[nH:23][cH:22]2)=[O:15])[cH:6][c:7]([O:11][CH3:12])[c:8]1[O:9][CH3:10]. Starting materials: C(CCCC=C)O (5-hexene-1-ol), O1CCCC1 (tetrahydrofuran), [H-].[Na+] (sodium hydride), O1CCCC1 (tetrahydrofuran), C(C1=CC=CC=C1)Br (Benzyl bromide). Conditions: time 0.5 hour. The product is C(C1=CC=CC=C1)OC(CCC=C)C (5-Benzyloxy-1-hexene). As a reaction SMILES: [H-].[Na+].[CH2:3]([OH:9])[CH2:4][CH2:5][CH2:6][CH:7]=[CH2:8].C(Br)[C:11]1[CH:16]=[CH:15][CH:14]=[CH:13][CH:12]=1.O1CCC[CH2:19]1>>[CH2:3]([O:9][CH:15]([CH3:14])[CH2:16][CH2:11][CH:12]=[CH2:13])[C:4]1[CH:19]=[CH:8][CH:7]=[CH:6][CH:5]=1 |f:0.1|. Reported procedure: To a stirred mixture of sodium hydride (2.6g, 110 mmoles) in tetrahydrofuran (185 ml) under a nitrogen atmosphere was added a solution of 5-hexene-1-ol (10g, 100 mmoles) in tetrahydrofuran (15 ml). After stirring at room temperature for 0.5 hour, the mixture was briefly heated to reflux and then cooled. Benzyl bromide (21.4 g, 125 mmoles) was added, and the mixture was stirred at reflux for one hour. Stirring was continued overnight at room temperature, after which the mixture was concentrated o... The reactants are CCC1=NOC(CON)C1, O=C(Oc1c(F)c(F)c(F)c(F)c1F)c1ccccc1NCc1ccncc1. Yields the product CCC1=NOC(CONC(=O)c2ccccc2NCc2ccncc2)C1. RXN SMILES: [CH2:29]([CH3:30])[C:31]1=[N:32][O:33][CH:34]([CH2:36][O:37][NH2:38])[CH2:35]1.[F:1][c:2]1[c:3]([O:4][C:9]([c:10]2[c:11]([NH:16][CH2:17][c:18]3[cH:19][cH:20][n:21][cH:22][cH:23]3)[cH:12][cH:13][cH:14][cH:15]2)=[O:24])[c:5]([F:6])[c:7]([F:8])[c:25]([F:26])[c:27]1[F:28]>>[C:9]([c:10]1[c:11]([NH:16][CH2:17][c:18]2[cH:19][cH:20][n:21][cH:22][cH:23]2)[cH:12][cH:13][cH:14][cH:15]1)(=[O:24])[NH:38][O:37][CH2:36][CH:34]1[O:33][N:32]=[C:31]([CH2:29][CH3:30])[CH2:35]1. Starting materials: NC1=C(C(=O)NC2=NN=NN2)C=CC=C1OC (2-amino-3-methoxy-N-(1H-tetrazol-5-yl)benzamide), C(C)OC(OCC)OCC (triethoxymethane). The product is COC=1C=CC=C2C(N(C=NC12)C1=NN=NN1)=O (8-methoxy-3-(1H-tetrazol-5-yl)-4(3H)-quinazolinone). As a reaction SMILES: [NH2:1][C:2]1[C:15]([O:16][CH3:17])=[CH:14][CH:13]=[CH:12][C:3]=1[C:4]([NH:6][C:7]1[NH:11][N:10]=[N:9][N:8]=1)=[O:5].[CH2:18](OC(OCC)OCC)C>>[CH3:17][O:16][C:15]1[CH:14]=[CH:13][CH:12]=[C:3]2[C:2]=1[N:1]=[CH:18][N:6]([C:7]1[NH:11][N:10]=[N:9][N:8]=1)[C:4]2=[O:5]. Reported procedure: A suspension of 5.3 g of 2-amino-3-methoxy-N-(1H-tetrazol-5-yl)benzamide in 30 ml of triethoxymethane was refluxed for 14 hours to give 8-methoxy-3-(1H-tetrazol-5-yl)-4(3H)-quinazolinone melting at about 260°-261° C. (dec) after recrystallization from dimethylformamide. Reactants: 5-cyano-1-thiophene isothiocyanate, Cl.ClCC1(CCCC1)N (1-Chloromethylcyclopentanamine HCl salt), 5-cyano-1-thiophene isothiocyanate, NC=1SC=CC1 (aminothiophene), Cl.ClCC1(CCCC1)N (1-chloromethylcyclopentanamine HCl salt), C(#N)C=1SC(=CC1)[N+](=O)[O-] (2-Cyano-5-nitrothiophene), NC=1SC(=CC1)C#N (2-amino-5-cyanothiophene), OCCN (2-hydroxyethylamine). Product: OCC1(CCCC1)N (1-Hydroxymethylcyclopentanamine), C(#N)C1=CC=C(S1)N=C1NC2(CS1)CCCC2 (2-(5-cyanothienylimino)-3-thia-1-azaspiro[4.4]nonane). As a reaction SMILES: [C:1]([C:3]1S[C:5]([N+:8]([O-])=O)=[CH:6][CH:7]=1)#N.[NH2:11][C:12]1[S:13][C:14]([C:17]#[N:18])=[CH:15][CH:16]=1.[NH2:19][C:20]1[S:21][CH:22]=[CH:23][CH:24]=1.[OH:25][CH2:26]CN.Cl.Cl[CH2:31][C:32]1(N)CCC[CH2:33]1>>[OH:25][CH2:26][C:5]1([NH2:8])[CH2:6][CH2:7][CH2:3][CH2:1]1.[C:17]([C:14]1[S:13][C:12]([N:11]=[C:20]2[S:21][CH2:22][C:23]3([CH2:24][CH2:33][CH2:32][CH2:31]3)[NH:19]2)=[CH:16][CH:15]=1)#[N:18] |f:4.5|. Reported procedure: 2-Cyano-5-nitrothiophene was reduced to 2-amino-5-cyanothiophene according to Method A1a. The aminothiophene was converted to 5-cyano-1-thiophene isothiocyanate according to Method A2b. 1-Hydroxymethylcyclopentanamine was prepared according to Method B1c. The 2-hydroxyethylamine was converted to 1-chloromethylcyclopentanamine HCl salt according to Method B7e. 1-Chloromethylcyclopentanamine HCl salt was reacted with 5-cyano-1-thiophene isothiocyanate according to Method C1e to give 2-(5-cyanothie... Reactants: CC(c1ccccc1)N1CC2(Cl)CCCC2(NC(=O)OC(C)(C)C)C1, CO. RXN SMILES: [C:1]([CH3:2])([CH3:3])([CH3:4])[O:5][C:6](=[O:7])[NH:8][C:9]12[CH2:10][N:11]([CH:18]([c:19]3[cH:20][cH:21][cH:22][cH:23][cH:24]3)[CH3:25])[CH2:12][C:13]1([Cl:17])[CH2:14][CH2:15][CH2:16]2.[CH3:26][OH:27]>>[C:1]([CH3:2])([CH3:3])([CH3:4])[O:5][C:6](=[O:7])[NH:8][C:9]12[CH2:10][NH:11][CH2:12][C:13]1([Cl:17])[CH2:14][CH2:15][CH2:16]2. Product: CC(C)(C)OC(=O)NC12CCCC1(Cl)CNC2. The reactants are CC#N, CCN(C(C)C)C(C)C, N#Cc1cc(Cl)ccc1N1CCc2ncnc(Cl)c2C1, NCc1cccc(-n2cnnc2)c1. Yields the product N#Cc1cc(Cl)ccc1N1CCc2ncnc(NCc3cccc(-n4cnnc4)c3)c2C1. As a reaction SMILES: [CH3:43][C:44]#[N:45].[CH:34]([N:35]([CH2:36][CH3:37])[CH:38]([CH3:39])[CH3:40])([CH3:41])[CH3:42].[Cl:1][c:2]1[cH:3][cH:4][c:5]([N:10]2[CH2:11][c:12]3[c:13]([n:14][cH:15][n:16][c:17]3[Cl:18])[CH2:19][CH2:20]2)[c:6]([C:7]#[N:8])[cH:9]1.[n:21]1[n:22][cH:23][n:24](-[c:26]2[cH:27][c:28]([CH2:32][NH2:33])[cH:29][cH:30][cH:31]2)[cH:25]1>>[Cl:1][c:2]1[cH:3][cH:4][c:5]([N:10]2[CH2:11][c:12]3[c:13]([n:14][cH:15][n:16][c:17]3[NH:33][CH2:32][c:28]3[cH:27][c:26](-[n:24]4[cH:23][n:22][n:21][cH:25]4)[cH:31][cH:30][cH:29]3)[CH2:19][CH2:20]2)[c:6]([C:7]#[N:8])[cH:9]1. Starting materials: Cl (hydrochloride), NC1=C(C=C(C=C1C#N)C(CNC1CCC1)=O)Br (4'-amino-3'-bromo-5'-cyano-2-cyclobutylaminoacetophenone). Yields the product NC1=C(C=C(C=C1C#N)C(CNC1CCC1)O)Br (1-(4'-Amino-3'-bromo-5'-cyano-phenyl)-2-cyclobutylamino-ethanol). RXN SMILES: Cl.[NH2:2][C:3]1[C:8]([C:9]#[N:10])=[CH:7][C:6]([C:11](=[O:18])[CH2:12][NH:13][CH:14]2[CH2:17][CH2:16][CH2:15]2)=[CH:5][C:4]=1[Br:19]>>[NH2:2][C:3]1[C:8]([C:9]#[N:10])=[CH:7][C:6]([CH:11]([OH:18])[CH2:12][NH:13][CH:14]2[CH2:15][CH2:16][CH2:17]2)=[CH:5][C:4]=1[Br:19]. Reported procedure: m.p. of the hydrochloride: 215°-216° C. (decomp.), was prepared from 4'-amino-3'-bromo-5'-cyano-2-cyclobutylaminoacetophenone analogous to Example 48.